This data is from the Open Reaction Database (ORD), a public repository of structured organic reaction records. The task is: describe an organic reaction: reactants, conditions, products, and yield Starting materials: Cl.C(C)N(C1=CC=C(C=C1)N)C(C)C (N-ethyl-N-isopropyl-4-aminoaniline hydrochloride), OO (hydrogen peroxide), C(C)O (ethanol), Cl.Cl.C(CCC)OC1=C(C=C(C=C1)N)N (4-butoxybenzene-1,3-diamine dihydrochloride), N (ammonia). The solvent is O (water). Run at time 24 hour. Product: NC=1C(C=C(C(C1)=N)OCCCC)=NC1=CC=C(C=C1)N(CCO)CCO (2-[[4-(2-amino-5-butoxy-4-iminocyclohexa-2,5-dienylideneamino)phenyl](2-hydroxyethyl)amino]ethanol). Reaction SMILES: Cl.[CH2:2]([N:4](C(C)C)[C:5]1[CH:10]=[CH:9][C:8]([NH2:11])=[CH:7][CH:6]=1)[CH3:3].Cl.Cl.[CH2:17]([O:21][C:22]1[CH:27]=[CH:26][C:25]([NH2:28])=[CH:24][C:23]=1[NH2:29])[CH2:18][CH2:19][CH3:20].N.[OH:31]O.[CH2:33]([OH:35])[CH3:34]>O>[NH2:28][C:25]1[C:26](=[N:11][C:8]2[CH:9]=[CH:10][C:5]([N:4]([CH2:2][CH2:3][OH:31])[CH2:34][CH2:33][OH:35])=[CH:6][CH:7]=2)[CH:27]=[C:22]([O:21][CH2:17][CH2:18][CH2:19][CH3:20])[C:23](=[NH:29])[CH:24]=1 |f:0.1,2.3.4|. Reported procedure: To a solution of 0.925 g (0.003 mol) of N-ethyl-N-isopropyl-4-aminoaniline hydrochloride and 0.76 g (0.003 mol) of 4-butoxybenzene-1,3-diamine dihydrochloride in 2 ml of water and 6 ml of ethanol, brought to pH 9.5 with 20% aqueous ammonia, are added 10.2 ml of 6% aqueous hydrogen peroxide solution. After stirring for 24 hours at room temperature, the ethanol is removed and the coupling product formed is extracted with butanol. After removal of the butanol under vacuum, the gummy residue is take... Starting materials: N1C=C(C2=CC=CC=C12)C=O (indole-3-carboxaldehyde), N1C=C(C2=CC=CC=C12)C=O (Indole-3-carboxaldehyde), C(C)Br (ethyl bromide), [H-].[Na+] (sodium hydride). Run in CN(C=O)C (dimethylformamide). The product is C(C)N1C=C(C2=CC=CC=C12)C=O (1-ethylindole-3-carboxaldehyde). Yield: 80.0%. Reaction SMILES: [NH:1]1[C:9]2[C:4](=[CH:5][CH:6]=[CH:7][CH:8]=2)[C:3]([CH:10]=[O:11])=[CH:2]1.[CH2:12](Br)[CH3:13].[H-].[Na+]>CN(C)C=O>[CH2:12]([N:1]1[C:9]2[C:4](=[CH:5][CH:6]=[CH:7][CH:8]=2)[C:3]([CH:10]=[O:11])=[CH:2]1)[CH3:13] |f:2.3|. Reported procedure: 1-ethylindole-3-carboxaldehyde was prepared from alkylation reaction of indole-3-carboxaldehyde. Indole-3-carboxaldehyde (900 mg, 6.2 mmol) was dissolved in 5 ml dimethylformamide, ethyl bromide (918 μl, 12 mmol) and sodium hydride (282.8 mg, 12 mmol) were added to the reaction mixture. Solution was stirred and refluxed for three hours. The reaction mixture was then evaporated to dryness and washed with water. Pale brown crystals were obtained with 80% yield. Run in C(=S)=S (carbon disulfide). Yields the product BrC1=CC=C(C=C1)C(CC)=O (1-bromo-4-propionylbenzene). RXN SMILES: [Cl-].[Al+3].[Cl-].[Cl-].[C:5](Cl)(=[O:8])[CH2:6][CH3:7].[Br:10][C:11]1[CH:16]=[CH:15][CH:14]=[CH:13][CH:12]=1.Cl>C(=S)=S>[Br:10][C:11]1[CH:16]=[CH:15][C:14]([C:5](=[O:8])[CH2:6][CH3:7])=[CH:13][CH:12]=1 |f:0.1.2.3|. Yield: 78.7%. Run at temperature 0 celsius. Reactants: [Cl-].[Al+3].[Cl-].[Cl-] (aluminium chloride), C(CC)(=O)Cl (propionyl chloride), BrC1=CC=CC=C1 (bromobenzene), Cl (hydrochloric acid), ice. Reported procedure: 294 g of aluminium chloride was added to 1000 ml of carbon disulfide and stirred. The reaction solution was cooled to 0° C. or lower, and 166 g of propionyl chloride was dropwise added thereto. Next, 283 g of bromobenzene was dropwise added thereto. Then, the whole was stirred for one hour at room temperature. After reaction, the reaction solution was poured into a mixture of 300 ml of concentrated hydrochloric acid and 600 g of ice. This was extracted with chloroform and washed three times with... The reactants are ClC1(CCC(CC1)=O)Cl (4,4-dichlorocyclohexanone), ClC1(CCC(CC1)=O)Cl (4,4-dichlorocyclohexanone), [BH4-].[Na+] (sodium borohydride). Run in CO (methanol), CO (methanol). Reaction conditions: time 1 hour. Product: ClC1(CCC(CC1)O)Cl (4,4-dichlorocyclohexanol). Yield: 36.1%. Reaction SMILES: [Cl:1][C:2]1([Cl:9])[CH2:7][CH2:6][C:5](=[O:8])[CH2:4][CH2:3]1.[BH4-].[Na+]>CO>[Cl:1][C:2]1([Cl:9])[CH2:7][CH2:6][CH:5]([OH:8])[CH2:4][CH2:3]1 |f:1.2|. Procedure details: To a mixture of 4,4-dichlorocyclohexanone (WO2011/006794A 1) (5.20 g, 31.10 mmol) in anhydrous methanol (100 mL) was added sodium borohydride (2.35 g, 62.20 mmol) at 0° C. The reaction mixture was allowed to warm to ambient temperature and stirred for 1 hour. Concentration in vacuo yielded a residue which was re-dissolved in methanol (50 mL) and concentrated again in vacuo. The residue was then purified by silica gel column chromatography using 10-100% ethyl acetate in hexanes as eluent to affor...